Task: describe an organic reaction: reactants, conditions, products, and yield. Dataset: the Open Reaction Database (ORD), a public repository of structured organic reaction records Reactants: 2,4-bromo-1-butene, C(=O)([O-])[O-].[Cs+].[Cs+] (Cs2CO3), C(C)[C@@]1(OC2=C(C1)C=C(C=C2)O)C(=O)OC (methyl (2S)-2-ethyl-5-hydroxy-2,3-dihydro-benzofuran-2-carboxylate). Run in CN(C)C=O (DMF), C(C)(=O)OCC (ethyl acetate). Reaction conditions: temperature 50 celsius, time 16 hour. Yields the product COC(=O)[C@]1(OC2=C(C1)C=C(C=C2)OCCC=C)CC ((2S)-5-But-3-enyloxy-2-ethyl-2,3-dihydro-benzofuran-2Carboxylic acid methyl ester). The yield is 101.3%. Reaction SMILES: [CH2:1]([C@@:3]1([C:13]([O:15][CH3:16])=[O:14])[CH2:7][C:6]2[CH:8]=[C:9]([OH:12])[CH:10]=[CH:11][C:5]=2[O:4]1)[CH3:2].C([O-])([O-])=O.[Cs+].[Cs+]>CN(C=O)C.C(OCC)(=O)C>[CH3:16][O:15][C:13]([C@:3]1([CH2:1][CH3:2])[CH2:7][C:6]2[CH:8]=[C:9]([O:12][CH2:7][CH2:3][CH:1]=[CH2:2])[CH:10]=[CH:11][C:5]=2[O:4]1)=[O:14] |f:1.2.3|. Procedure: A mixture of methyl (2S)-2-ethyl-5-hydroxy-2,3-dihydro-benzofuran-2-carboxylate (0.22 g, 1.0 mmol), prepared in Example 10, Step 2,4-bromo-1-butene (1.35 g, 10 mmol) and Cs2CO3 (1.63 g, 5.0 mmol) in DMF (20 mL) was stirred at 50° C. for 16 hrs. The reaction was diluted with ethyl acetate and washed with water. After removal of the solvent, the reisdue was purified by preparative TLC to give 0.14 g (2S)-5-But-3-enyloxy-2-ethyl-2,3-dihydro-benzofuran-2Carboxylic acid methyl ester. Reactants: CC1=NN2C(NC(C(=C2CCC)CC2=CC=C(C=C2)C=2C(=CC=CC2)C#N)=O)=N1 (4′-[(2-methyl-5-oxo-7-propyl-4,5-dihydro[1,2,4]triazolo[1,5-a]pyrimidin-6-yl)methyl]biphenyl-2-carbonitrile), [H-].[Na+] (sodium hydride), CN(C=O)C (N,N-dimethylformamide), BrC1C=CCCC1 (3-bromocyclohexene). Run in C(C)(=O)OCC (ethyl acetate). Reaction conditions: time 10 minute. The product is C1(C=CCCC1)N1C=2N(C(=C(C1=O)CC1=CC=C(C=C1)C=1C(=CC=CC1)C#N)CCC)N=C(N2)C (4′-{[4-(cyclohex-2-en-1-yl)-2-methyl-5-oxo-7-propyl-4,5-dihydro[1,2,4]triazolo[1,5-a]pyrimidin-6-yl]methyl}biphenyl-2-carbonitrile). Yield: 17.0%. As a reaction SMILES: [CH3:1][C:2]1[N:29]=[C:5]2[NH:6][C:7](=[O:28])[C:8]([CH2:13][C:14]3[CH:19]=[CH:18][C:17]([C:20]4[C:21]([C:26]#[N:27])=[CH:22][CH:23]=[CH:24][CH:25]=4)=[CH:16][CH:15]=3)=[C:9]([CH2:10][CH2:11][CH3:12])[N:4]2[N:3]=1.[H-].[Na+].CN(C)C=O.Br[CH:38]1[CH2:43][CH2:42][CH2:41][CH:40]=[CH:39]1>C(OCC)(=O)C>[CH:43]1([N:6]2[C:7](=[O:28])[C:8]([CH2:13][C:14]3[CH:19]=[CH:18][C:17]([C:20]4[C:21]([C:26]#[N:27])=[CH:22][CH:23]=[CH:24][CH:25]=4)=[CH:16][CH:15]=3)=[C:9]([CH2:10][CH2:11][CH3:12])[N:4]3[N:3]=[C:2]([CH3:1])[N:29]=[C:5]23)[CH2:42][CH2:41][CH2:40][CH:39]=[CH:38]1 |f:1.2|. Procedure: A mixture of 4′-[(2-methyl-5-oxo-7-propyl-4,5-dihydro[1,2,4]triazolo[1,5-a]pyrimidin-6-yl)methyl]biphenyl-2-carbonitrile (5 g), sodium hydride (0.62 g) and N,N-dimethylformamide (50 mL) was stirred at room temperature for 10 min, 3-bromocyclohexene (1.8 mL) was added, and the mixture was stirred at the same temperature for 16 hr. The reaction mixture was diluted with ethyl acetate, washed with 5% aqueous potassium hydrogensulfate solution and then with saturated brine, and dried over anhydrous m... Starting materials: CC[SiH](CC)CC, ClCCl, CC(C)[Si](C(C)C)(C(C)C)n1cccc1, C[Si](C)(C)OS(=O)(=O)C(F)(F)F, COC(=O)C1CCCCN1S(=O)(=O)N1CCC(=O)CC1. The product is COC(=O)C1CCCCN1S(=O)(=O)N1CCC(c2ccn([Si](C(C)C)(C(C)C)C(C)C)c2)CC1. As a reaction SMILES: [CH2:48]([SiH:49]([CH2:50][CH3:51])[CH2:52][CH3:53])[CH3:54].[CH2:55]([Cl:56])[Cl:57].[CH:1]([CH3:2])([CH3:3])[Si:4]([n:5]1[cH:6][cH:7][cH:8][cH:9]1)([CH:10]([CH3:11])[CH3:12])[CH:13]([CH3:14])[CH3:15].[F:36][C:37]([F:38])([F:39])[S:40]([O:41][Si:42]([CH3:43])([CH3:44])[CH3:45])(=[O:46])=[O:47].[N:16]1([S:23](=[O:24])(=[O:25])[N:26]2[CH:27]([C:32](=[O:33])[O:34][CH3:35])[CH2:28][CH2:29][CH2:30][CH2:31]2)[CH2:17][CH2:18][C:19](=[O:22])[CH2:20][CH2:21]1>>[CH:1]([CH3:2])([CH3:3])[Si:4]([n:5]1[cH:6][c:7]([CH:19]2[CH2:18][CH2:17][N:16]([S:23](=[O:24])(=[O:25])[N:26]3[CH:27]([C:32](=[O:33])[O:34][CH3:35])[CH2:28][CH2:29][CH2:30][CH2:31]3)[CH2:21][CH2:20]2)[cH:8][cH:9]1)([CH:10]([CH3:11])[CH3:12])[CH:13]([CH3:14])[CH3:15]. Starting materials: C(C)(C)(C)OC(C(CN)C1CC1)=O (3-amino-2-cyclopropyl-propionic acid tert-butyl ester), C(C)OC(=O)C=1N=C(C2=CC(=CC=C2C1O)OC=1C=NC=CC1)C#N (1-cyano-4-hydroxy-7-(pyridin-3-yloxy)-isoquinoline-3-carboxylic acid ethyl ester), C1CCC2=NCCCN2CC1 (DBU). Solvent: CC(=O)N(C)C (DMA). Conditions: temperature 150 celsius. The product is C(C)(C)(C)OC(C(CNC(=O)C=1N=CC2=CC(CC=C2C1O)(OC=1C=NC=CC1)C#N)C1CC1)=O (3-{[7-Cyano-4-hydroxy-7-(pyridin-3-yloxy)-isoquinoline-3-carbonyl]amino}-2-cyclopropyl-propionic acid tert-butyl ester). As a reaction SMILES: [C:1]([O:5][C:6](=[O:13])[CH:7]([CH:10]1[CH2:12][CH2:11]1)[CH2:8][NH2:9])([CH3:4])([CH3:3])[CH3:2].C(O[C:17]([C:19]1[N:20]=[C:21](C#N)[C:22]2[C:27]([C:28]=1[OH:29])=[CH:26][CH:25]=[C:24]([O:30][C:31]1[CH:32]=[N:33][CH:34]=[CH:35][CH:36]=1)[CH:23]=2)=[O:18])C.C1CCN2[C:42](=[N:43]CCC2)CC1>CC(N(C)C)=O>[C:1]([O:5][C:6](=[O:13])[CH:7]([CH:10]1[CH2:12][CH2:11]1)[CH2:8][NH:9][C:17]([C:19]1[N:20]=[CH:21][C:22]2[C:27]([C:28]=1[OH:29])=[CH:26][CH2:25][C:24]([C:42]#[N:43])([O:30][C:31]1[CH:32]=[N:33][CH:34]=[CH:35][CH:36]=1)[CH:23]=2)=[O:18])([CH3:4])([CH3:2])[CH3:3]. Procedure: A mixture of 3-amino-2-cyclopropyl-propionic acid tert-butyl ester (39 mg), 1-cyano-4-hydroxy-7-(pyridin-3-yloxy)-isoquinoline-3-carboxylic acid ethyl ester (28 mg) and DBU (0.019 mL) in DMA (0.5 mL) was heated in an oil bath (150° C.) for 1 h. The reaction mixture was then partitioned between EtOAc and diluted HCl solution, EtOAc phase was separated and washed with water, diluted NaCl solution and dried over anhydrous sodium sulfate solution, filtered, concentrated and silica gel column purifie... Starting materials: O=C1CCC(N1)CC(C(=O)O)O (5-oxo-alpha-hydroxy-2-pyrrolidinepropanoic acid), [Si](C1=CC=CC=C1)(C1=CC=CC=C1)(C(C)(C)C)Cl (t-butyl-diphenylsilyl chloride), N1C=NC=C1 (imidazole). Run in CN(C=O)C (dimethylformamide), O (water). Run at temperature 90 celsius, time 18 hour. Product: C1CC(N2C(CC=C12)=O)=O (pyrrolizine-3,5(2H,6H )-dione). RXN SMILES: [O:1]=[C:2]1[NH:6][CH:5]([CH2:7][CH:8](O)[C:9]([OH:11])=O)[CH2:4][CH2:3]1.[Si](Cl)(C(C)(C)C)(C1C=CC=CC=1)C1C=CC=CC=1.N1C=CN=C1>CN(C)C=O.O>[CH2:4]1[C:5]2[N:6]([C:9](=[O:11])[CH2:8][CH:7]=2)[C:2](=[O:1])[CH2:3]1. Procedure: A solution of 5-oxo-alpha-hydroxy-2-pyrrolidinepropanoic acid (1.73 g), t-butyl-diphenylsilyl chloride (11 g), and imidazole (5.4 g) is allowed to stir in dimethylformamide (50 ml) for six hours at room temperature. The solution is diluted with water (100 mL) and extracted with diethyl ether (4×100 mL). The combined extracts are concentrated and the oil is dissolved in methanol (50 mL) and a 10% aqueous solution of potassium carbonate (50 mL) is added and the solution is stirred 18 hours. The so... Reactants: CN1N=CN=C1C(C1=CC=CC=C1)=NOCC1=CC=CC(=N1)N (6-[({[(1-methyl-1H-1,2,4-triazol-5-yl)(phenyl)methylene]amino}oxy)methyl]pyridin-2-amine), TEA, C(CCCCC)(=O)Cl (hexanoyl chloride). The solvent is C(Cl)Cl (DCM). Reaction conditions: time 4 hour. Yields the product CN1N=CN=C1C(C1=CC=CC=C1)=NOCC1=CC=CC(=N1)NC(CCCCC)=O (N-{6-[({[(1-methyl-1H-1,2,4-triazol-5-yl)(phenyl)methylene]amino}oxy)methyl]pyridin-2-yl}hexanamide). The yield is 724.1%. Reaction SMILES: [CH3:1][N:2]1[C:6]([C:7](=[N:14][O:15][CH2:16][C:17]2[N:22]=[C:21]([NH2:23])[CH:20]=[CH:19][CH:18]=2)[C:8]2[CH:13]=[CH:12][CH:11]=[CH:10][CH:9]=2)=[N:5][CH:4]=[N:3]1.[C:24](Cl)(=[O:30])[CH2:25][CH2:26][CH2:27][CH2:28][CH3:29]>C(Cl)Cl>[CH3:1][N:2]1[C:6]([C:7](=[N:14][O:15][CH2:16][C:17]2[N:22]=[C:21]([NH:23][C:24](=[O:30])[CH2:25][CH2:26][CH2:27][CH2:28][CH3:29])[CH:20]=[CH:19][CH:18]=2)[C:8]2[CH:9]=[CH:10][CH:11]=[CH:12][CH:13]=2)=[N:5][CH:4]=[N:3]1. Procedure details: To a solution of 6-[({[(1-methyl-1H-1,2,4-triazol-5-yl)(phenyl)methylene]amino}oxy)methyl]pyridin-2-amine (0.151 g, 0.486 mmol, 1 eq.) in 2 ml of DCM was added TEA (0.098 g, 0.973 mmol, 2 eq.) followed by hexanoyl chloride (0.072 g, 0.053mmol, 1.1 eq.). The reaction was stirred 4 h at room temperature and the solvent was evaporated. The crude was purified by chromatography on silica gel to give N-{6-[({[(1-methyl-1H-1,2,4-triazol-5-yl)(phenyl)methylene]amino}oxy)methyl]pyridin-2-yl}hexanamide (0...